From a dataset of the Open Reaction Database (ORD), a public repository of structured organic reaction records. describe an organic reaction: reactants, conditions, products, and yield The reactants are CN=C=O (Methyl isocyanate), IC=1C=C(C=CC1)N(N)CC(=O)OC (methyl [1-(3-iodophenyl)hydrazino]acetate), P(=O)([O-])([O-])[O-] (phosphate). The solvent is C(C)#N (acetonitrile). Run at time 2 hour. Yields the product IC=1C=C(C=CC1)N(NC(=O)NC)CC(=O)OC (Methyl [1-(3-iodophenyl)-2-[(methylamino)carbonyl]hydrazino]acetate). Yield: 84.3%. As a reaction SMILES: [CH3:1][N:2]=[C:3]=[O:4].[I:5][C:6]1[CH:7]=[C:8]([N:12]([CH2:14][C:15]([O:17][CH3:18])=[O:16])[NH2:13])[CH:9]=[CH:10][CH:11]=1.P([O-])([O-])([O-])=O>C(#N)C>[I:5][C:6]1[CH:7]=[C:8]([N:12]([CH2:14][C:15]([O:17][CH3:18])=[O:16])[NH:13][C:3]([NH:2][CH3:1])=[O:4])[CH:9]=[CH:10][CH:11]=1. Procedure: Methyl isocyanate (1.24 g) was added to a solution of methyl [1-(3-iodophenyl)hydrazino]acetate (3.0 g) in acetonitrile (50 ml) and the mixture was stirred under nitrogen for 2 h. The mixture was added to pH 6.5 phosphate solution (150 ml) and extracted with ethyl acetate (200 ml). The organic phase was washed with brine (100 ml) and water (100 ml), dried and evaporated to give a solid (3.0 g) which was crystallised from ethyl acetate to give the title compound (2.0 g), m.p. 150°. Reactants: OO (hydrogen peroxide), CC1=NC=CC(=C1)C (2,4-dimethylpyridine), C(C)(=O)O (acetic acid), C([O-])([O-])=O.[Na+].[Na+] (sodium carbonate). Yields the product CC1=CC(=NC=C1)COC(C)=O (4-methyl-2-acetoxymethylpyridine). As a reaction SMILES: [CH3:1][C:2]1[CH:7]=[C:6]([CH3:8])[CH:5]=[CH:4][N:3]=1.OO.C(=O)([O-])[O-].[Na+].[Na+].[C:17]([OH:20])(=[O:19])[CH3:18]>>[CH3:8][C:6]1[CH:5]=[CH:4][N:3]=[C:2]([CH2:1][O:20][C:17](=[O:19])[CH3:18])[CH:7]=1 |f:2.3.4|. Reported procedure: 24.3 ml of 2,4-dimethylpyridine were dissolved in 80 ml of glacial acetic acid, the solution was mixed with 30 ml of 30% hydrogen peroxide and refluxed for 25 hours. The solution was then adjusted to approximately pH 8 with saturated sodium carbonate solution, the solution was extracted with dichloromethane and the organic phase rotated in. The residue was mixed with 90 ml of acetic anhydride and refluxed for 1.5 hours. The pH-value of the solution was adjusted to approximately 8 with 40% NaOH a...